Dataset: the Open Reaction Database (ORD), a public repository of structured organic reaction records. Task: describe an organic reaction: reactants, conditions, products, and yield The reactants are BrC1=C2CCN(CC2=C(C(=C1)[N+](=O)[O-])N)C (5-Bromo-1,2,3,4-tetrahydro-2-methyl-7-nitro-8-isoquinolinamine). Reagents/catalysts: [Ni] (Raney nickel). The solvent is C1CCOC1 (THF). Reaction conditions: time 2.5 hour. Product: BrC1=C2CCN(CC2=C(C(=C1)N)N)C (5-Bromo-1,2,3,4-tetrahydro-2-methyl-7,8-isoquinolinediamine). Reaction SMILES: [Br:1][C:2]1[CH:11]=[C:10]([N+:12]([O-])=O)[C:9]([NH2:15])=[C:8]2[C:3]=1[CH2:4][CH2:5][N:6]([CH3:16])[CH2:7]2>C1COCC1.[Ni]>[Br:1][C:2]1[CH:11]=[C:10]([NH2:12])[C:9]([NH2:15])=[C:8]2[C:3]=1[CH2:4][CH2:5][N:6]([CH3:16])[CH2:7]2. Reported procedure: A solution of the product from Example 60 (1.02 g, 3.49 mmol) in 50 mL THF was treated with Raney nickel (prewashed with acetone followed by THF), and the reaction vessel was purged with H2. After stirring for 2.5 hours, the catalyst was removed by filtration and the filtrate evaporated to give a tan oil. The product was used without further purification. Reactants: ClCCl (dichloromethane), B(Br)(Br)Br (boron tribromide), C(Cl)(Cl)Cl (chloroform), COC1=CC=C(C=C1)C1=CC=2N(N=C1C)C=NN2 (7-(4-methoxyphenyl)-6-methyl-[1,2,4]triazolo[4,3-b]pyridazine). Solvent: O (Water). Reaction conditions: time 8 hour. Yields the product CC=1C(=CC=2N(N1)C=NN2)C2=CC=C(C=C2)O (4-(6-methyl-[1,2,4]triazolo[4,3-b]pyridazin-7-yl)-phenol). Isolated yield 64.0%. As a reaction SMILES: ClCCl.B(Br)(Br)Br.C(Cl)(Cl)Cl.C[O:13][C:14]1[CH:19]=[CH:18][C:17]([C:20]2[C:25]([CH3:26])=[N:24][N:23]3[CH:27]=[N:28][N:29]=[C:22]3[CH:21]=2)=[CH:16][CH:15]=1>O>[CH3:26][C:25]1[C:20]([C:17]2[CH:18]=[CH:19][C:14]([OH:13])=[CH:15][CH:16]=2)=[CH:21][C:22]2[N:23]([CH:27]=[N:28][N:29]=2)[N:24]=1. Procedure details: 1.5 ml (1.41 mol) of a dichloromethane solution of 1 M boron tribromide was added to a chloroform solution (4 ml) of 107 mg (0.47 mmol) of the obtained 7-(4-methoxyphenyl)-6-methyl-[1,2,4]triazolo[4,3-b]pyridazine, and stirred overnight at room temperature. Water was added to the reaction liquid, extracted with chloroform, and the organic layer was washed with saturated saline water. This was dried with anhydrous sodium sulfate, and concentrated under reduced pressure to obtain 68 mg of a crude ... The reactants are C(C)(C)(C)N1C(C2=C(C(=C3N2CCC=2C=C(C(=CC32)S(=O)(=O)CC)OC)Br)CCCC1)=O (9-tert-butyl-14-bromo-2-ethylsulfonyl-3-methoxy-5,6,10,11,12,13-hexahydroazocino[4′,3′:4,5]pyrrolo[2,1-a]isoquinolin-8(9H)-one), C(CCC)[Sn](C=1SC=CC1)(CCCC)CCCC (2-tributylstannylthiophene). Reagents/catalysts: C=1C=CC(=CC1)[P](C=2C=CC=CC2)(C=3C=CC=CC3)[Pd]([P](C=4C=CC=CC4)(C=5C=CC=CC5)C=6C=CC=CC6)([P](C=7C=CC=CC7)(C=8C=CC=CC8)C=9C=CC=CC9)[P](C=1C=CC=CC1)(C=1C=CC=CC1)C=1C=CC=CC1 (tetrakis(triphenylphosphine)palladium(0)). The solvent is C1(=CC=CC=C1)C (toluene). Product: C(C)(C)(C)N1C(C2=C(C(=C3N2CCC=2C=C(C(=CC32)S(=O)(=O)CC)OC)C=3SC=CC3)CCCC1)=O (9-tert-butyl-14-(thien-2-yl)-2-ethylsulfonyl-3-methoxy-5,6,10,11,12,13-hexahydroazocino[4′,3′:4,5]pyrrolo[2,1-a]isoquinolin-8(9H)-one). The yield is 67.6%. Reaction SMILES: [C:1]([N:5]1[CH2:31][CH2:30][CH2:29][CH2:28][C:8]2[C:9](Br)=[C:10]3[C:19]4[CH:18]=[C:17]([S:20]([CH2:23][CH3:24])(=[O:22])=[O:21])[C:16]([O:25][CH3:26])=[CH:15][C:14]=4[CH2:13][CH2:12][N:11]3[C:7]=2[C:6]1=[O:32])([CH3:4])([CH3:3])[CH3:2].C([Sn](CCCC)(CCCC)[C:38]1[S:39][CH:40]=[CH:41][CH:42]=1)CCC>C1(C)C=CC=CC=1.C1C=CC([P]([Pd]([P](C2C=CC=CC=2)(C2C=CC=CC=2)C2C=CC=CC=2)([P](C2C=CC=CC=2)(C2C=CC=CC=2)C2C=CC=CC=2)[P](C2C=CC=CC=2)(C2C=CC=CC=2)C2C=CC=CC=2)(C2C=CC=CC=2)C2C=CC=CC=2)=CC=1>[C:1]([N:5]1[CH2:31][CH2:30][CH2:29][CH2:28][C:8]2[C:9]([C:38]3[S:39][CH:40]=[CH:41][CH:42]=3)=[C:10]3[C:19]4[CH:18]=[C:17]([S:20]([CH2:23][CH3:24])(=[O:22])=[O:21])[C:16]([O:25][CH3:26])=[CH:15][C:14]=4[CH2:13][CH2:12][N:11]3[C:7]=2[C:6]1=[O:32])([CH3:4])([CH3:3])[CH3:2] |^1:61,63,82,101|. Procedure: A solution of 50 mg of 23e, 60 mg of 2-tributylstannylthiophene and 10 mg of tetrakis(triphenylphosphine)palladium(0) in 2 ml of toluene was heated at 125° C. for 16 hr under a nitrogen atmosphere. Reaction was cooled and applied onto silica gel column and eluted with a gradient of toluene/acetone. The fractions containing the product were pooled and concentrated and the remainder crystallized from ethylacetate/ether, providing 34 mg of 23f; Mp: 223-224° C. Rf 0.55 (toluene/acetone 2/1). LC-MS-E... The reactants are N (ammonia), ClC1=C(C(=O)O)C=CC(=C1F)F (2-chloro-3,4-difluorobenzoic acid), ClC1=C(C(=O)O)C=CC(=C1F)F (2-Chloro-3,4-difluorobenzoic acid), S(=O)(Cl)Cl (thionyl chloride), S(=O)(Cl)Cl (thionyl chloride), N (Ammonia), 0.88. The solvent is O1CCOCC1 (1,4-dioxane). Run at temperature 80 celsius. Yields the product ClC1=C(C(=O)N)C=CC(=C1F)F (2-chloro-3,4-difluorobenzamide). As a reaction SMILES: [Cl:1][C:2]1[C:10]([F:11])=[C:9]([F:12])[CH:8]=[CH:7][C:3]=1[C:4](O)=[O:5].S(Cl)(Cl)=O.[NH3:17]>O1CCOCC1>[Cl:1][C:2]1[C:10]([F:11])=[C:9]([F:12])[CH:8]=[CH:7][C:3]=1[C:4]([NH2:17])=[O:5]. Reported procedure: 2-Chloro-3,4-difluorobenzoic acid (2 g, 10.4 mmol) was treated with thionyl chloride (3.04 ml) and the mixture was heated to 80° C. for 90 minutes. The mixture was then cooled and reduced in vacuo. The residue was dissolved in anhydrous 1,4-dioxane (10 ml) and the mixture was then cooled in an ice-water bath. 0.88 Ammonia (aqueous, 25 ml) was added dropwise to the mixture which was subsequently allowed to warm to 22° C. over a period of 2 hrs. This process was repeated using 10.8 g of 2-chloro-3... Starting materials: CN1CCCC1=O, CCOC(C)=O, N#Cc1ccc(Cl)cn1, [F-], [K+]. Yields the product N#Cc1ccc(F)cn1. As a reaction SMILES: [CH3:12][N:13]1[CH2:14][CH2:15][CH2:16][C:17]1=[O:18].[CH3:19][CH2:20][O:21][C:22]([CH3:23])=[O:24].[Cl:1][c:2]1[cH:3][cH:4][c:5]([C:8]#[N:9])[n:6][cH:7]1.[F-:10].[K+:11]>>[c:2]1([F:10])[cH:3][cH:4][c:5]([C:8]#[N:9])[n:6][cH:7]1. The reactants are FC1=CC=C(C=C1)C=1NC=C(C1C1=CC=NC=C1)CO (2-(4-fluorophenyl)-4-hydroxymethyl-3-(pyridin-4-yl)-1H-pyrrole). The reagents and catalysts are [O-2].[O-2].[Mn+4] (manganese dioxide). Solvent: CS(=O)C (dimethyl sulfoxide). Conditions: temperature 50 celsius, time 8 hour. The product is FC1=CC=C(C=C1)C=1NC=C(C1C1=CC=NC=C1)C=O (2-(4-Fluorophenyl)-4-formyl-3-(pyridin-4-yl)-1H-pyrrole). Isolated yield 69.0%. As a reaction SMILES: [F:1][C:2]1[CH:7]=[CH:6][C:5]([C:8]2[NH:9][CH:10]=[C:11]([CH2:19][OH:20])[C:12]=2[C:13]2[CH:18]=[CH:17][N:16]=[CH:15][CH:14]=2)=[CH:4][CH:3]=1>CS(C)=O.[O-2].[O-2].[Mn+4]>[F:1][C:2]1[CH:3]=[CH:4][C:5]([C:8]2[NH:9][CH:10]=[C:11]([CH:19]=[O:20])[C:12]=2[C:13]2[CH:18]=[CH:17][N:16]=[CH:15][CH:14]=2)=[CH:6][CH:7]=1 |f:2.3.4|. Reported procedure: 118.00 g (440 mmol) of manganese dioxide were added to a solution of 10.73 g (40 mmol) of 2-(4-fluorophenyl)-4-hydroxymethyl-3-(pyridin-4-yl)-1H-pyrrole [prepared as described in step (ii) above] in 120 ml of dimethyl sulfoxide, after which the resulting mixture was stirred at 50° C. overnight. At the end of this time, the reaction mixture was filtered, water was added to the filtrate, and this was then extracted with ethyl acetate. The organic extract was washed with water, dried over anhydrous... Starting materials: [OH-].[Na+] (sodium hydroxide), O (water), FC(C1=CC=C(C=2C=CC=NC12)C(=O)OC)F (methyl 8-difluoromethyl-5-quinolinecarboxylate). Solvent: C(C)O (ethanol). Conditions: temperature 25 celsius, time 20 hour. Product: FC(C1=CC=C(C=2C=CC=NC12)C(=O)O)F (8-difluoromethyl-5-quinolinecarboxylic acid). Isolated yield 112.0%. Reaction SMILES: [F:1][CH:2]([F:17])[C:3]1[C:12]2[N:11]=[CH:10][CH:9]=[CH:8][C:7]=2[C:6]([C:13]([O:15]C)=[O:14])=[CH:5][CH:4]=1.[OH-].[Na+].O>C(O)C>[F:17][CH:2]([F:1])[C:3]1[C:12]2[N:11]=[CH:10][CH:9]=[CH:8][C:7]=2[C:6]([C:13]([OH:15])=[O:14])=[CH:5][CH:4]=1 |f:1.2|. Procedure: 0.5 g (2.0 mmol) of methyl 8-difluoromethyl-5-quinolinecarboxylate was dissolved in 5 ml of ethanol, 0.43 g (10.5 mmol) of sodium hydroxide and 1 ml of water were added, and the mixture was stirred at 25° C. for 20 hours. The solvents were subsequently removed, the residue was taken up in water, washed twice with methylene chloride and adjusted to pH 1 using 10 N hydrochloric acid, and the precipitate was filtered off with suction. Drying gave 0.5 g of 8-difluoromethyl-5-quinolinecarboxylic acid... The reactants are BrCCCC#N (4-bromobutyronitrile), C(=O)([O-])[O-].[K+].[K+] (K2CO3), CN(C)C=O (DMF), BrC=1C(=CC(=C(C(=O)N(C)C2=C(C=CC=C2)OC)C1)O)Cl (5-bromo-4-chloro-2-hydroxy-N-(2-methoxy-phenyl)-N-methyl-benzamide), BrCCCC#N (4-bromo-butyronitrile), C(=O)([O-])[O-].[K+].[K+] (K2CO3). The solvent is ClCCl (dichloromethane). Reaction conditions: temperature 50 celsius. The product is BrC=1C(=CC(=C(C(=O)N(C)C2=C(C=CC=C2)OC)C1)OCCCC#N)Cl (5-bromo-4-chloro-2-(3-cyano-propoxy)-N-(2-methoxy-phenyl)-N-methyl-benzamide). Isolated yield 68.0%. As a reaction SMILES: CN(C=O)C.[Br:6][C:7]1[C:8]([Cl:26])=[CH:9][C:10]([OH:25])=[C:11]([CH:24]=1)[C:12]([N:14]([C:16]1[CH:21]=[CH:20][CH:19]=[CH:18][C:17]=1[O:22][CH3:23])[CH3:15])=[O:13].Br[CH2:28][CH2:29][CH2:30][C:31]#[N:32].C([O-])([O-])=O.[K+].[K+]>ClCCl>[Br:6][C:7]1[C:8]([Cl:26])=[CH:9][C:10]([O:25][CH2:28][CH2:29][CH2:30][C:31]#[N:32])=[C:11]([CH:24]=1)[C:12]([N:14]([C:16]1[CH:21]=[CH:20][CH:19]=[CH:18][C:17]=1[O:22][CH3:23])[CH3:15])=[O:13] |f:3.4.5|. Procedure details: To a stirring DMF solution (6 mL) containing 5-bromo-4-chloro-2-hydroxy-N-(2-methoxy-phenyl)-N-methyl-benzamide (300 mg, 0.81 mmol) was added 4-bromo-butyronitrile (0.096 mL, 0.97 mmol) and K2CO3 (223 mg, 1.62 mmol). The mixture was heated at 50° C. for 8 hrs. Additional 0.5 eq. of 4-bromobutyronitrile and 0.5 eq of K2CO3 were added and the mixture was heated for another 8 hrs. The mixture was diluted with dichloromethane, washed with brine, dried over Na2SO4, filtered and concentrated. The resi...